The task is: describe an organic reaction: reactants, conditions, products, and yield. This data is from the Open Reaction Database (ORD), a public repository of structured organic reaction records. The product is CN1CCN(C2CCN(C(=O)C(CC(=O)O)Cc3cc(Cl)c(N)c(C(F)(F)F)c3)CC2)CC1. Starting materials: C[Si](C)(C)Cl, CC#N, [I-], CN1CCN(C2CCN(C(=O)C(CC(=O)OC(C)(C)C)Cc3cc(Cl)c(N)c(C(F)(F)F)c3)CC2)CC1, [Na+], COc1ccccc1. As a reaction SMILES: [CH3:11][Si:12]([Cl:13])([CH3:14])[CH3:15].[CH3:53][C:54]#[N:55].[I-:1].[NH2:16][c:17]1[c:18]([Cl:52])[cH:19][c:20]([CH2:21][CH:22]([CH2:23][C:24](=[O:25])[O:26][C:27]([CH3:28])([CH3:29])[CH3:30])[C:31](=[O:32])[N:33]2[CH2:34][CH2:35][CH:36]([N:39]3[CH2:40][CH2:41][N:42]([CH3:45])[CH2:43][CH2:44]3)[CH2:37][CH2:38]2)[cH:46][c:47]1[C:48]([F:49])([F:50])[F:51].[Na+:2].[c:3]1([O:4][CH3:5])[cH:6][cH:7][cH:8][cH:9][cH:10]1>>[NH2:16][c:17]1[c:18]([Cl:52])[cH:19][c:20]([CH2:21][CH:22]([CH2:23][C:24](=[O:25])[OH:26])[C:31](=[O:32])[N:33]2[CH2:34][CH2:35][CH:36]([N:39]3[CH2:40][CH2:41][N:42]([CH3:45])[CH2:43][CH2:44]3)[CH2:37][CH2:38]2)[cH:46][c:47]1[C:48]([F:49])([F:50])[F:51].